From a dataset of the Open Reaction Database (ORD), a public repository of structured organic reaction records. describe an organic reaction: reactants, conditions, products, and yield Yields the product C(CCC)N1CC=C(CC1)N(C)C (1-butyl-4-dimethylamino-1,2,5,6-tetrahydropyridine). The reactants are C(CCC)N1CCC(CC1)=O (1-Butyl-4-piperidone), CNC (dimethylamine). The yield is 77.9%. Reported procedure: 1-Butyl-4-piperidone is reacted with dimethylamine gas as described in Example 1, affording 1-butyl-4-dimethylamino-1,2,5,6-tetrahydropyridine with a yield of 77.9%, bp.: 103°-106° C./1.5 kPa. The tetrahydropyridine derivative so obtained is freshly distilled and reacted with acrolein as described in Example 1, to give a light yellow oil with a yield of 44.2%, consisting of 75% of 6α-, and 25% of 6β-dimethylamino-3-butyl-3-azabicyclo[3.3.1]nonan-9-one, bp.: 110°-116° C./7 Pa; nD20 =1.4933. Reaction SMILES: [CH2:1]([N:5]1[CH2:10][CH2:9][C:8](=O)[CH2:7][CH2:6]1)[CH2:2][CH2:3][CH3:4].[CH3:12][NH:13][CH3:14]>>[CH2:1]([N:5]1[CH2:10][CH2:9][C:8]([N:13]([CH3:14])[CH3:12])=[CH:7][CH2:6]1)[CH2:2][CH2:3][CH3:4]. The reactants are CC1=C(OCC(=O)O)C=CC(=C1)Cl (2-methyl-4-chlorophenoxyacetic acid), ClC=1C=C2N=CC(=NC2=CC1)OC1=CC=C(OC(C(=O)OCC)C)C=C1 (ethyl 2-[4-(6-chloro-2-quinoxalinyloxy)phenoxy]propionate), FC(C=1C=CC(=NC1)OC1=CC=C(OC(C(=O)OCCCC)C)C=C1)(F)F (butyl 2-[4-(5-trifluoromethyl-2-pyridyloxy)phenoxy]propionate), esters. Product: ClC1=C(OCC(=O)O)C=CC(=C1)Cl (2,4-dichlorophenoxyacetic acid). Reported procedure: 2-methyl-4-chlorophenoxyacetic acid; butyl 2-[4-(5-trifluoromethyl-2-pyridyloxy)phenoxy]propionate (including esters and salts thereof); ethyl 2-[4-(6-chloro-2-quinoxalinyloxy)phenoxy]propionate; etc. Reaction SMILES: C[C:2]1[CH:12]=[C:11]([Cl:13])[CH:10]=[CH:9][C:3]=1[O:4][CH2:5][C:6]([OH:8])=[O:7].FC(F)(F)C1C=CC(OC2C=CC(OC(C)C(OCCCC)=O)=CC=2)=NC=1.[Cl:41]C1C=C2C(=CC=1)N=C(OC1C=CC(OC(C)C(OCC)=O)=CC=1)C=N2>>[Cl:41][C:2]1[CH:12]=[C:11]([Cl:13])[CH:10]=[CH:9][C:3]=1[O:4][CH2:5][C:6]([OH:8])=[O:7]. Yields the product C(#N)CC(=O)OCC1=CC=CC=C1 (benzyl cyanoacetate). Run in COC(C)(C)C.O (tert-butyl methyl ether water). The yield is 69.9%. Procedure: A mixture of 1.7 g (0.02 mol) of cyanoacetic acid, 0.8 g (0.02 mol) of sodium hydroxide, 7.60 g (0.06 mol, 3 equivalents) of benzyl chloride and 0.64 g (2.0 mmol) of tetrabutylammonium bromide in 15 ml of tert-butyl methyl ether/water (v:v=2:1 ) was stirred at 100° C. (oil bath temperature 110° C.) for 3 h. The pH of the aqueous phase was then adjusted from 0.2 to 6.3 using 3.15 g of 1 M aqueous sodium hydroxide solution, the organic phase was separated off and the aqueous phase was extracted wi... Run at temperature 110 celsius, time 3 hour. The reagents and catalysts are [Br-].C(CCC)[N+](CCCC)(CCCC)CCCC (tetrabutylammonium bromide). The reactants are C(#N)CC(=O)O (cyanoacetic acid), [OH-].[Na+] (sodium hydroxide), C(C1=CC=CC=C1)Cl (benzyl chloride), [OH-].[Na+] (sodium hydroxide). Reaction SMILES: [C:1]([CH2:3][C:4]([OH:6])=[O:5])#[N:2].[OH-].[Na+].[CH2:9](Cl)[C:10]1[CH:15]=[CH:14][CH:13]=[CH:12][CH:11]=1>[Br-].C([N+](CCCC)(CCCC)CCCC)CCC.COC(C)(C)C.O>[C:1]([CH2:3][C:4]([O:6][CH2:9][C:10]1[CH:15]=[CH:14][CH:13]=[CH:12][CH:11]=1)=[O:5])#[N:2] |f:1.2,4.5,6.7|.